Dataset: the Open Reaction Database (ORD), a public repository of structured organic reaction records. Task: describe an organic reaction: reactants, conditions, products, and yield The reactants are CCOC(=O)c1[se]c2ncccc2c1N=NN(C)C, CO, Cl, [Na+], [OH-], O. Yields the product CN(C)N=Nc1c(C(=O)O)[se]c2ncccc12. Reaction SMILES: [CH3:1][N:2]([CH3:3])[N:4]=[N:5][c:6]1[c:7]([C:15](=[O:16])[O:17][CH2:18][CH3:19])[se:8][c:9]2[n:10][cH:11][cH:12][cH:13][c:14]12.[CH3:23][OH:24].[ClH:22].[Na+:21].[OH-:20].[OH2:25]>>[CH3:1][N:2]([CH3:3])[N:4]=[N:5][c:6]1[c:7]([C:15](=[O:16])[OH:17])[se:8][c:9]2[n:10][cH:11][cH:12][cH:13][c:14]12. The reactants are NC1=C(SC(=C1)C=1C=NNC1C)C(=O)N (3-amino-5-(5-methyl-1H-pyrazol-4-yl)thiophene-2-carboxamide), N1=C(N=CC=C1)N1CCC(CC1)=O (1-(2-pyrimidinyl)-piperidin-4-one), CC1(C2CCC1(C(=O)C2)CS(=O)(=O)O)C (CSA), [O-]S(=O)(=O)[O-].[Mg+2] (MgSO4), C(=O)(O)[O-].[Na+] (NaHCO3). Solvent: CC(=O)N(C)C (DMA). Reaction conditions: temperature 100 celsius, time 1 hour. Yields the product CC1=C(C=NN1)C1=CC=2NC3(NC(C2S1)=O)CCN(CC3)C3=NC=CC=N3 (6′-(5-methyl-1H-pyrazol-4-yl)-1-(pyrimidin-2-yl)-1′H-spiro[piperidine-4,2′-thieno[3,2-d]pyrimidin]-4′(3′H)-one). The yield is 73.9%. RXN SMILES: [NH2:1][C:2]1[CH:6]=[C:5]([C:7]2[CH:8]=[N:9][NH:10][C:11]=2[CH3:12])[S:4][C:3]=1[C:13]([NH2:15])=[O:14].[N:16]1[CH:21]=[CH:20][CH:19]=[N:18][C:17]=1[N:22]1[CH2:27][CH2:26][C:25](=O)[CH2:24][CH2:23]1.CC1(C)C2(CS(O)(=O)=O)C(CC1CC2)=O.[O-]S([O-])(=O)=O.[Mg+2].C([O-])(O)=O.[Na+]>CC(N(C)C)=O>[CH3:12][C:11]1[NH:10][N:9]=[CH:8][C:7]=1[C:5]1[S:4][C:3]2[C:13](=[O:14])[NH:15][C:25]3([CH2:26][CH2:27][N:22]([C:17]4[N:16]=[CH:21][CH:20]=[CH:19][N:18]=4)[CH2:23][CH2:24]3)[NH:1][C:2]=2[CH:6]=1 |f:3.4,5.6|. Procedure details: A mixture of 3-amino-5-(5-methyl-1H-pyrazol-4-yl)thiophene-2-carboxamide (111 mg, 0.50 mmol), 1-(2-pyrimidinyl)-piperidin-4-one (266 mg, 1.50 mmol), CSA (11.6 mg, 0.05 mmol), MgSO4 (120 mg, 1.00 mmol) and DMA (4 mL) was stirred at 100° C. for 1 h. The mixture was poured into saturated aqueous NaHCO3 and extracted with 3:1 EtOAc/THF, and the extract was dried over MgSO4, filtered and concentrated under reduced pressure. The residue was purified by column chromatography (Purif, silica gel, EtOAc t...